This data is from the Open Reaction Database (ORD), a public repository of structured organic reaction records. The task is: describe an organic reaction: reactants, conditions, products, and yield The solvent is CC(CC)=O (2-butanone), C(C)C(=O)C (methyl ethyl ketone). RXN SMILES: [CH2:1]([N:8]([CH2:20][CH2:21][C:22]1[CH:27]=[CH:26][C:25]([O:28][CH2:29][C:30]2[CH:35]=[CH:34][CH:33]=[CH:32][CH:31]=2)=[CH:24][CH:23]=1)[CH:9]([CH3:19])[C:10]([C:12]1[CH:17]=[CH:16][C:15]([OH:18])=[CH:14][CH:13]=1)=[O:11])[C:2]1[CH:7]=[CH:6][CH:5]=[CH:4][CH:3]=1.[ClH:36]>CC(=O)CC>[ClH:36].[CH2:1]([N:8]([CH2:20][CH2:21][C:22]1[CH:23]=[CH:24][C:25]([O:28][CH2:29][C:30]2[CH:31]=[CH:32][CH:33]=[CH:34][CH:35]=2)=[CH:26][CH:27]=1)[CH:9]([CH3:19])[C:10]([C:12]1[CH:17]=[CH:16][C:15]([OH:18])=[CH:14][CH:13]=1)=[O:11])[C:2]1[CH:7]=[CH:6][CH:5]=[CH:4][CH:3]=1 |f:3.4|. Product: Cl.C(C1=CC=CC=C1)N(C(C(=O)C1=CC=C(C=C1)O)C)CCC1=CC=C(C=C1)OCC1=CC=CC=C1 (2-{Benzyl-[2-(4-benzyloxyphenyl)-ethyl]-amino}-1-(4-hydroxy-phenyl)-propan-1-one hydrochloride). Starting materials: solution, Cl (HCl), C(C1=CC=CC=C1)N(C(C(=O)C1=CC=C(C=C1)O)C)CCC1=CC=C(C=C1)OCC1=CC=CC=C1 (2-{Benzyl-[2-(4-benzyloxyphenyl)-ethyl]-amino}-1-(4-hydroxy-phenyl)-propan-1-one). The yield is 95.0%. Procedure details: 20 g of 2-{Benzyl-[2-(4-benzyloxyphenyl)-ethyl]-amino}-1-(4-hydroxy-phenyl)-propan-1-one and 100 ml of methyl ethyl ketone are introduced into a 250 ml reactor. At 20° C., 9 g of a solution with 19% by weight of HCl in 2-butanone are added. Once the precipitation of the solid has occurred, it is heated to 50° C. and it is diluted with 40 ml of methyl ethyl ketone. It is kept under stirring for an hour and then it is cooled down again to 20° C. The solid is filtered and is washed with 80 ml of me... Reaction conditions: temperature 50 celsius. Starting materials: COC1=CC=C2NC=C(CCN)C2=C1 (5-methoxytryptamine), C(CCCC(=O)OCC)(=O)OCC (diethyl glutarate). Yields the product COC=1C=C2C(=CC1)NC1=C2CCN2C(CCC=C12)=O (9-Methoxy-2,3,4,6,7,12-hexahydroindolo[2,3-a]quinolizin-4-one). The solvent is CCOC(=O)C (EtOAc). Reaction SMILES: [CH3:1][O:2][C:3]1[CH:14]=[C:13]2[C:6]([NH:7][CH:8]=[C:9]2[CH2:10][CH2:11][NH2:12])=[CH:5][CH:4]=1.[C:15](OCC)(=O)[CH2:16][CH2:17][CH2:18][C:19](OCC)=[O:20]>CCOC(C)=O>[CH3:1][O:2][C:3]1[CH:14]=[C:13]2[C:9]3[CH2:10][CH2:11][N:12]4[C:15]([C:8]=3[NH:7][C:6]2=[CH:5][CH:4]=1)=[CH:16][CH2:17][CH2:18][C:19]4=[O:20]. Procedure details: A mixture of 5-methoxytryptamine (420 mg) and diethyl glutarate (460 mg) is heated at 175° C. for 18 h. eparation on a column (eluent: EtOAc) gives the amide ster 2. This product is treated with a trace of ara-toluenesulphonic acid in xylene and the water formed is removed using Dean-Stark apparatus. After refluxing for 9 h and separation on a silica plate, N-[2-(5-methoxy)indol-3-ylethyl)]glutarimide is obtained. Starting materials: COCC(=O)O, CC(CN)Oc1cccc2ncnc(Nc3ccc(O)c(Cl)c3)c12. Yields the product COCC(=O)NCC(C)Oc1cccc2ncnc(Nc3ccc(O)c(Cl)c3)c12. As a reaction SMILES: [CH3:25][O:26][CH2:27][C:28](=[O:29])[OH:30].[NH2:1][CH2:2][CH:3]([O:4][c:5]1[c:6]2[c:7]([NH:15][c:16]3[cH:17][c:18]([Cl:23])[c:19]([OH:22])[cH:20][cH:21]3)[n:8][cH:9][n:10][c:11]2[cH:12][cH:13][cH:14]1)[CH3:24]>>[NH:1]([CH2:2][CH:3]([O:4][c:5]1[c:6]2[c:7]([NH:15][c:16]3[cH:17][c:18]([Cl:23])[c:19]([OH:22])[cH:20][cH:21]3)[n:8][cH:9][n:10][c:11]2[cH:12][cH:13][cH:14]1)[CH3:24])[C:28]([CH2:27][O:26][CH3:25])=[O:29]. Starting materials: [OH-].[NH4+] (ammonium hydroxide), C1=C(CCC2=CC=CC=C12)CN1CCC(C(=O)N)(CC1)NC1=CC=CC=C1 (1-[(3,4-dihydro-2-naphthalenyl)methyl]-4-anilino isonipecotamide), C(OCC)(OCC)OCC (triethyl orthoformate), C1(=CC=CC=C1)C (toluene). The solvent is C(C)(=O)O (acetic acid). Yields the product C1=C(CCC2=CC=CC=C12)CN1CCC2(C(N=CN2)=O)CC1 (8-[(3,4-Dihydro-2-naphthalenyl)methyl]-1,3,8-triazaspiro-[4.5]dec-2-en-4-one). Reaction SMILES: [CH:1]1[C:10]2[C:5](=[CH:6][CH:7]=[CH:8][CH:9]=2)[CH2:4][CH2:3][C:2]=1[CH2:11][N:12]1[CH2:20][CH2:19][C:15]([NH:21][C:22]2C=CC=CC=2)([C:16]([NH2:18])=[O:17])[CH2:14][CH2:13]1.C(OCC)(OCC)OCC.C1(C)C=CC=CC=1.[OH-].[NH4+]>C(O)(=O)C>[CH:1]1[C:10]2[C:5](=[CH:6][CH:7]=[CH:8][CH:9]=2)[CH2:4][CH2:3][C:2]=1[CH2:11][N:12]1[CH2:13][CH2:14][C:15]2([NH:21][CH:22]=[N:18][C:16]2=[O:17])[CH2:19][CH2:20]1 |f:3.4|. Procedure details: A mixture of 1-[(3,4-dihydro-2-naphthalenyl)methyl]-4-anilino isonipecotamide (6.0 g), triethyl orthoformate (3.0 g), toluene (30 ml), and glacial acetic acid (1.5 ml) is refluxed under nitrogen for 38 hours. The reaction mixture is cooled and poured into aqueous ammonium hydroxide. The organic layer is separated, dried, and concentrated to give the crude product. Digestion of this material with benzene followed by filtration and concentration of the organic solution yields the title compound. Starting materials: CCCc1c(O)c(C(C)=O)cc(Cl)c1OCCCCCOc1c(C(C)=O)ccc(OCCCC(=O)OCC)c1CCC, CO, [Na+], [OH-]. Product: CCCc1c(O)c(C(C)=O)cc(Cl)c1OCCCCCOc1c(C(C)=O)ccc(OCCCC(=O)O)c1CCC. RXN SMILES: [CH2:1]([CH3:2])[O:3][C:4]([CH2:5][CH2:6][CH2:7][O:8][c:9]1[c:10]([CH2:39][CH2:40][CH3:41])[c:11]([O:18][CH2:19][CH2:20][CH2:21][CH2:22][CH2:23][O:24][c:25]2[c:26]([CH2:36][CH2:37][CH3:38])[c:27]([OH:35])[c:28]([C:32]([CH3:33])=[O:34])[cH:29][c:30]2[Cl:31])[c:12]([C:15]([CH3:16])=[O:17])[cH:13][cH:14]1)=[O:42].[CH3:45][OH:46].[Na+:44].[OH-:43]>>[O:3]=[C:4]([CH2:5][CH2:6][CH2:7][O:8][c:9]1[c:10]([CH2:39][CH2:40][CH3:41])[c:11]([O:18][CH2:19][CH2:20][CH2:21][CH2:22][CH2:23][O:24][c:25]2[c:26]([CH2:36][CH2:37][CH3:38])[c:27]([OH:35])[c:28]([C:32]([CH3:33])=[O:34])[cH:29][c:30]2[Cl:31])[c:12]([C:15]([CH3:16])=[O:17])[cH:13][cH:14]1)[OH:42]. The reactants are C1(=CC=CC2=CC=CC=C12)CO (1-Naphthalenemethanol), [H-].[Na+] (sodium hydride), NC1=NC(=NC(=C1)Cl)Cl (4-amino-2,6-dichloropyrimidine). The solvent is C1CCOC1 (THF). Reaction conditions: time 30 minute. Yields the product NC1=NC(=NC(=C1)Cl)OCC1=CC=CC2=CC=CC=C12 (4-amino-6-chloro-2-(1-naphthylmethyloxy)-pyrimidine). Reaction SMILES: [C:1]1([CH2:11][OH:12])[C:10]2[C:5](=[CH:6][CH:7]=[CH:8][CH:9]=2)[CH:4]=[CH:3][CH:2]=1.[H-].[Na+].[NH2:15][C:16]1[CH:21]=[C:20]([Cl:22])[N:19]=[C:18](Cl)[N:17]=1>C1COCC1>[NH2:15][C:16]1[CH:21]=[C:20]([Cl:22])[N:19]=[C:18]([O:12][CH2:11][C:1]2[C:10]3[C:5](=[CH:6][CH:7]=[CH:8][CH:9]=3)[CH:4]=[CH:3][CH:2]=2)[N:17]=1 |f:1.2|. Procedure: 1-Naphthalenemethanol (227 mg, 1.44 mmol) is added to a slurry of 50% sodium hydride (69 mg, 1.44 mmol) in dry THF (4 ml) at 0° C. After stirring for 30 minutes, 4-amino-2,6-dichloropyrimidine (157 mg, 0.96 mmol) is added and stirred at 22° C. for 72 hours. The solution is quenched with saturated NH4Cl and concentrated in vacuo. The residue is dissolved in methylene chloride and washed 3× saturated NaHCO3, dried with MgSO4, filtered, and concentrated in vacuo. The sample is purified by chromatog...